The task is: describe an organic reaction: reactants, conditions, products, and yield. This data is from the Open Reaction Database (ORD), a public repository of structured organic reaction records. Reactants: CCOCC, CO, O=C1CCN(C2CCCCC2)CC1, CNCc1cc2nc(Cl)nc(N3CCOCC3)c2s1. Product: CN(Cc1cc2nc(Cl)nc(N3CCOCC3)c2s1)C1CCN(C2CCCCC2)CC1. As a reaction SMILES: [CH3:33][CH2:34][O:35][CH2:36][CH3:37].[CH3:38][OH:39].[CH:20]1([N:26]2[CH2:27][CH2:28][C:29](=[O:32])[CH2:30][CH2:31]2)[CH2:21][CH2:22][CH2:23][CH2:24][CH2:25]1.[Cl:1][c:2]1[n:3][c:4]([N:14]2[CH2:15][CH2:16][O:17][CH2:18][CH2:19]2)[c:5]2[c:6]([n:7]1)[cH:8][c:9]([CH2:11][NH:12][CH3:13])[s:10]2>>[Cl:1][c:2]1[n:3][c:4]([N:14]2[CH2:15][CH2:16][O:17][CH2:18][CH2:19]2)[c:5]2[c:6]([n:7]1)[cH:8][c:9]([CH2:11][N:12]([CH3:13])[CH:29]1[CH2:28][CH2:27][N:26]([CH:20]3[CH2:21][CH2:22][CH2:23][CH2:24][CH2:25]3)[CH2:31][CH2:30]1)[s:10]2. Starting materials: O (water), C1OC2=C(O1)C=C(C=C2)O (Sesamol), C([O-])([O-])=O.[K+].[K+] (Potassium carbonate), C(C)OC(C(CCCCCCCCCC)Br)=O (2-bromolauric acid ethyl ester). The solvent is C(C)(=O)OCC (ethyl acetate), CN(C)C=O (DMF). Yields the product C(C)OC(C(CCCCCCCCCC)OC1=CC2=C(C=C1)OCO2)=O (2-(3,4-methylenedioxy-phenoxy)lauric acid ethyl ester). Yield: 79.9%. As a reaction SMILES: [CH2:1]1[O:5][C:4]2[CH:6]=[C:7]([OH:10])[CH:8]=[CH:9][C:3]=2[O:2]1.[CH2:11]([O:13][C:14](=[O:27])[CH:15](Br)[CH2:16][CH2:17][CH2:18][CH2:19][CH2:20][CH2:21][CH2:22][CH2:23][CH2:24][CH3:25])[CH3:12].C(=O)([O-])[O-].[K+].[K+].O>CN(C=O)C.C(OCC)(=O)C>[CH2:11]([O:13][C:14](=[O:27])[CH:15]([O:10][C:7]1[CH:8]=[CH:9][C:3]2[O:2][CH2:1][O:5][C:4]=2[CH:6]=1)[CH2:16][CH2:17][CH2:18][CH2:19][CH2:20][CH2:21][CH2:22][CH2:23][CH2:24][CH3:25])[CH3:12] |f:2.3.4|. Procedure: Sesamol (42.7 grams) was dissolved in 300 ml of DMF, 100 grams of 2-bromolauric acid ethyl ester was added and the mixture was stirred. Potassium carbonate (50 grams) was added and the mixture was reacted at 80° C. for 10 hours. The end of the reaction was verified using TLC, after which 1 liter of water and 500 ml of ethyl acetate were added and the mixture was extracted. The organic layer was washed twice with water and then dried over magnesium sulfate and, on removing the solvent by distilla...